Task: describe an organic reaction: reactants, conditions, products, and yield. Dataset: the Open Reaction Database (ORD), a public repository of structured organic reaction records Starting materials: C1(=CCCC1)N1CCOCC1 (N-cyclopentenyl morpholine), C(C)OC1=CC=C(C=O)C=C1 (4-ethoxybenzaldehyde), C1=CC=CC=C1 (benzene), Cl (hydrochloric acid). Reaction conditions: temperature 30 celsius, time 2 hour. Product: C(C)OC1=CC=C(C=C2C(CCC2)=O)C=C1 (2-(4-ethoxybenzylidene)cyclopentanone). Yield: 62.4%. Reaction SMILES: C1(N2CC[O:9]CC2)CCCC=1.[CH2:12]([O:14][C:15]1[CH:22]=[CH:21][C:18]([CH:19]=O)=[CH:17][CH:16]=1)[CH3:13].Cl.[CH:24]1[CH:29]=[CH:28][CH:27]=[CH:26]C=1>>[CH2:12]([O:14][C:15]1[CH:22]=[CH:21][C:18]([CH:19]=[C:26]2[CH2:27][CH2:28][CH2:29][C:24]2=[O:9])=[CH:17][CH:16]=1)[CH3:13]. Procedure details: With reflux device installed, 36.8 g (0.24 mol) of N-cyclopentenyl morpholine, 0.20 mol of 4-ethoxybenzaldehyde and 200 mL of benzene were added to a round bottom flask and heated under reflux for 20 h. The resulting solution was cooled to 30° C., and slowly stirred while 62 mL of hydrochloric acid (6 mol/L) was added. After stirring for 2 h at room temperature, the benzene layer was separated and washed with water to neutral, and dried over anhydrous sodium sulfate overnight. Then the mixture w... Starting materials: CCOCC, COC(=O)C1CCC(CN(C)c2ncc(-c3cccc(Nc4cc(C)ccn4)n3)s2)CC1, CO, ClC(Cl)Cl, Cl, [Na+], C1CCOC1, [OH-]. The product is Cc1ccnc(Nc2cccc(-c3cnc(N(C)CC4CCC(C(=O)O)CC4)s3)n2)c1. Reaction SMILES: [CH2:36]([O:37][CH2:38][CH3:39])[CH3:40].[CH3:1][O:2][C:3](=[O:4])[CH:5]1[CH2:6][CH2:7][CH:8]([CH2:11][N:12]([c:13]2[s:14][c:15](-[c:18]3[n:19][c:20]([NH:24][c:25]4[n:26][cH:27][cH:28][c:29]([CH3:31])[cH:30]4)[cH:21][cH:22][cH:23]3)[cH:16][n:17]2)[CH3:32])[CH2:9][CH2:10]1.[CH3:45][OH:46].[CH:41]([Cl:42])([Cl:43])[Cl:44].[ClH:35].[Na+:34].[O:47]1[CH2:48][CH2:49][CH2:50][CH2:51]1.[OH-:33]>>[O:2]=[C:3]([OH:4])[CH:5]1[CH2:6][CH2:7][CH:8]([CH2:11][N:12]([c:13]2[s:14][c:15](-[c:18]3[n:19][c:20]([NH:24][c:25]4[n:26][cH:27][cH:28][c:29]([CH3:31])[cH:30]4)[cH:21][cH:22][cH:23]3)[cH:16][n:17]2)[CH3:32])[CH2:9][CH2:10]1.